This data is from the Open Reaction Database (ORD), a public repository of structured organic reaction records. The task is: describe an organic reaction: reactants, conditions, products, and yield Starting materials: FC(C1=CC=2C(=NN(N2)C=2C=C(CCC(=O)OC)C=C(C2O)C(C)(C)C2=C(C=CC=C2)F)C=C1)(F)F (Methyl 3-(5-Trifluoromethyl-benzotriazol-2-yl)-4-hydroxy-5-(2-fluoro-α-cumyl)hydrocinnamate), Cl (hydrochloric acid). Run in [OH-].[Na+] (sodium hydroxide). Product: FC(C1=CC=2C(=NN(N2)C=2C=C(CCC(=O)O)C=C(C2O)C(C)(C)C2=C(C=CC=C2)F)C=C1)(F)F (3-(5-Trifluoromethyl-benzotriazol-2-yl)-4-hydroxy-5-(2-fluoro-α-cumyl)hydrocinnamic acid). RXN SMILES: [F:1][C:2]([F:36])([F:35])[C:3]1[CH:34]=[CH:33][C:6]2=[N:7][N:8]([C:10]3[CH:11]=[C:12]([CH:19]=[C:20]([C:23]([C:26]4[CH:31]=[CH:30][CH:29]=[CH:28][C:27]=4[F:32])([CH3:25])[CH3:24])[C:21]=3[OH:22])[CH2:13][CH2:14][C:15]([O:17]C)=[O:16])[N:9]=[C:5]2[CH:4]=1.Cl>[OH-].[Na+]>[F:36][C:2]([F:1])([F:35])[C:3]1[CH:34]=[CH:33][C:6]2=[N:7][N:8]([C:10]3[CH:11]=[C:12]([CH:19]=[C:20]([C:23]([C:26]4[CH:31]=[CH:30][CH:29]=[CH:28][C:27]=4[F:32])([CH3:25])[CH3:24])[C:21]=3[OH:22])[CH2:13][CH2:14][C:15]([OH:17])=[O:16])[N:9]=[C:5]2[CH:4]=1 |f:2.3|. Procedure: The title compound is prepared by refluxing the compound prepared in Example 50 in aqueous sodium hydroxide solution followed by neutralization with aqueous hydrochloric acid.